Dataset: the Open Reaction Database (ORD), a public repository of structured organic reaction records. Task: describe an organic reaction: reactants, conditions, products, and yield Starting materials: [BH4-], C1CCOC1, CCO, Cl, COc1ccc(F)c(C=O)c1O, [Na+]. The product is COc1ccc(F)c(CO)c1O. As a reaction SMILES: [BH4-:18].[CH2:13]1[O:14][CH2:15][CH2:16][CH2:17]1.[CH3:21][CH2:22][OH:23].[ClH:20].[F:1][c:2]1[cH:3][cH:4][c:5]([O:11][CH3:12])[c:6]([OH:10])[c:7]1[CH:8]=[O:9].[Na+:19]>>[F:1][c:2]1[cH:3][cH:4][c:5]([O:11][CH3:12])[c:6]([OH:10])[c:7]1[CH2:8][OH:9]. Reactants: Cc1cc(C(F)(F)F)ccc1C(=O)O, Cl, Cl, NC1CCCCC1N1CCCC1. Product: Cc1cc(C(F)(F)F)ccc1C(=O)NC1CCCCC1N1CCCC1. RXN SMILES: [CH3:15][c:16]1[c:17]([C:18](=[O:19])[OH:20])[cH:21][cH:22][c:23]([C:25]([F:26])([F:27])[F:28])[cH:24]1.[ClH:1].[ClH:2].[N:3]1([CH:8]2[CH:9]([NH2:14])[CH2:10][CH2:11][CH2:12][CH2:13]2)[CH2:4][CH2:5][CH2:6][CH2:7]1>>[N:3]1([CH:8]2[CH:9]([NH:14][C:18]([c:17]3[c:16]([CH3:15])[cH:24][c:23]([C:25]([F:26])([F:27])[F:28])[cH:22][cH:21]3)=[O:19])[CH2:10][CH2:11][CH2:12][CH2:13]2)[CH2:4][CH2:5][CH2:6][CH2:7]1.